This data is from the Open Reaction Database (ORD), a public repository of structured organic reaction records. The task is: describe an organic reaction: reactants, conditions, products, and yield Reactants: CO, COC(=O)c1ccc(OCC(F)(F)F)cn1, [Li+], [OH-], O. The product is O=C(O)c1ccc(OCC(F)(F)F)cn1. RXN SMILES: [CH3:19][OH:20].[CH3:1][O:2][C:3](=[O:4])[c:5]1[n:6][cH:7][c:8]([O:11][CH2:12][C:13]([F:14])([F:15])[F:16])[cH:9][cH:10]1.[Li+:18].[OH-:17].[OH2:21]>>[O:2]=[C:3]([OH:4])[c:5]1[n:6][cH:7][c:8]([O:11][CH2:12][C:13]([F:14])([F:15])[F:16])[cH:9][cH:10]1. Reactants: COC(=O)c1c(C)cccc1COC1CCCC(OCc2nc(-c3ccc4ccccc4c3)oc2C)C1, CC(C)(C)O, Cl, [K+], [OH-]. The product is Cc1cccc(COC2CCCC(OCc3nc(-c4ccc5ccccc5c4)oc3C)C2)c1C(=O)O. Reaction SMILES: [CH3:1][c:2]1[c:3]([C:4](=[O:5])[O:6][CH3:7])[c:8]([CH2:12][O:13][CH:14]2[CH2:15][CH:16]([O:20][CH2:21][c:22]3[n:23][c:24](-[c:28]4[cH:29][c:30]5[cH:31][cH:32][cH:33][cH:34][c:35]5[cH:36][cH:37]4)[o:25][c:26]3[CH3:27])[CH2:17][CH2:18][CH2:19]2)[cH:9][cH:10][cH:11]1.[CH3:39][C:40]([OH:41])([CH3:42])[CH3:43].[ClH:38].[K+:45].[OH-:44]>>[CH3:1][c:2]1[c:3]([C:4](=[O:5])[OH:6])[c:8]([CH2:12][O:13][CH:14]2[CH2:15][CH:16]([O:20][CH2:21][c:22]3[n:23][c:24](-[c:28]4[cH:29][c:30]5[cH:31][cH:32][cH:33][cH:34][c:35]5[cH:36][cH:37]4)[o:25][c:26]3[CH3:27])[CH2:17][CH2:18][CH2:19]2)[cH:9][cH:10][cH:11]1. Reactants: FC1=C(C=CC=C1OC1CCN(CC1)C)N (2-fluoro-3-(1-methyl-piperidin-4-yloxy)-phenylamine), FC1=C(C(=O)Cl)C=CC(=C1)F (2,4-difluorobenzoyl chloride). Solvent: O1CCOCC1 (1,4-dioxane). Yields the product Cl.FC1=C(C(=O)NC2=C(C(=CC=C2)OC2CCN(CC2)C)F)C=CC(=C1)F (2,4-Difluoro-N-[2-fluoro-3-(1-methyl-piperidin-4-yloxy)phenyl]-benzamide hydrochloride). Yield: 72.8%. As a reaction SMILES: [F:1][C:2]1[C:7]([O:8][CH:9]2[CH2:14][CH2:13][N:12]([CH3:15])[CH2:11][CH2:10]2)=[CH:6][CH:5]=[CH:4][C:3]=1[NH2:16].[F:17][C:18]1[CH:26]=[C:25]([F:27])[CH:24]=[CH:23][C:19]=1[C:20]([Cl:22])=[O:21]>O1CCOCC1>[ClH:22].[F:17][C:18]1[CH:26]=[C:25]([F:27])[CH:24]=[CH:23][C:19]=1[C:20]([NH:16][C:3]1[CH:4]=[CH:5][CH:6]=[C:7]([O:8][CH:9]2[CH2:14][CH2:13][N:12]([CH3:15])[CH2:11][CH2:10]2)[C:2]=1[F:1])=[O:21] |f:3.4|. Reported procedure: Heat a mixture of 2-fluoro-3-(1-methyl-piperidin-4-yloxy)-phenylamine (preparation 33, 0.126 g) and 2,4-difluorobenzoyl chloride (0.119 g) in 1,4-dioxane (5 mL) for 2.5 hrs. Cool to room temperature, collect the white crystals and wash with ether to give the free base of title compound (0.164 g). The free base is converted to the mono hydrochloric acid salt using a method similar to Example 52 to provide the title compound. Mass spectrum (electric spray) m/z=365 (M+1); 1H NMR (CD3OD-CDCl3): 8.04... Reactants: S(=O)(=O)([O-])[O-].[Ca+2] (calcium sulfate), [OH-].[Ca+2].[OH-] (calcium hydroxide). Yields the product [O-2].[Ca+2] (calcium oxide), S(=O)(=O)([O-])[O-].[Ca+2] (calcium sulfate), S(=O)=O (sulfur dioxide). As a reaction SMILES: [OH-].[Ca+2:2].[OH-].[S:4]([O-:8])([O-:7])(=[O:6])=[O:5].[Ca+2]>>[O-2:5].[Ca+2:2].[S:4]([O-:8])([O-:7])(=[O:6])=[O:5].[Ca+2:2].[S:4](=[O:6])=[O:5] |f:0.1.2,3.4,5.6,7.8|. Procedure details: A method of increasing the sulfation capacity of particulate calcium carbonate for reaction with sulfur dioxide comprising contacting the sulfur dioxide and the calcium carbonate particles at elevated temperatures in the range of from about 700° C. to about 900° C. to form particles of calcium oxide and calcium sulfate, hydrating said particles to form particles of calcium hydroxide and calcium sulfate and dehydrating the particles of calcium hydroxide and calcium sulfate at elevated temperature... Product: N#Cc1ccc2c(C=Cc3cccnc3)n[nH]c2c1. As a reaction SMILES: [CH:16](=[O:17])[c:18]1[n:19][nH:20][c:21]2[cH:22][c:23]([C:27]#[N:28])[cH:24][cH:25][c:26]12.[Na+:33].[O-:29][C:30]([OH:31])=[O:32].[O:35]=[CH:36][N:37]([CH3:38])[CH3:39].[OH2:34].[n:1]1[cH:2][c:3]([CH2:7][P:8](=[O:9])([O:10][CH2:11][CH3:12])[O:13][CH2:14][CH3:15])[cH:4][cH:5][cH:6]1>>[n:1]1[cH:2][c:3]([CH:7]=[CH:16][c:18]2[n:19][nH:20][c:21]3[cH:22][c:23]([C:27]#[N:28])[cH:24][cH:25][c:26]23)[cH:4][cH:5][cH:6]1. Reactants: N#Cc1ccc2c(C=O)n[nH]c2c1, [Na+], O=C([O-])O, CN(C)C=O, O, CCOP(=O)(Cc1cccnc1)OCC.